From a dataset of the Open Reaction Database (ORD), a public repository of structured organic reaction records. describe an organic reaction: reactants, conditions, products, and yield Reactants: O=C([O-])O, ClCCl, COC(=O)c1ccccc1Cc1cc(Cl)ccc1N, [Na+], CC(C(=O)Cl)c1cccc2ccccc12, c1ccncc1. The product is COC(=O)c1ccccc1Cc1cc(Cl)ccc1NC(=O)C(C)c1cccc2ccccc12. RXN SMILES: [C:41](=[O:42])([OH:43])[O-:44].[CH2:46]([Cl:47])[Cl:48].[CH3:1][O:2][C:3]([c:4]1[c:5]([CH2:10][c:11]2[c:12]([NH2:18])[cH:13][cH:14][c:15]([Cl:17])[cH:16]2)[cH:6][cH:7][cH:8][cH:9]1)=[O:19].[Na+:45].[c:26]1([CH:36]([C:37](=[O:38])[Cl:39])[CH3:40])[cH:27][cH:28][cH:29][c:30]2[cH:31][cH:32][cH:33][cH:34][c:35]12.[cH:20]1[cH:21][cH:22][n:23][cH:24][cH:25]1>>[CH3:1][O:2][C:3]([c:4]1[c:5]([CH2:10][c:11]2[c:12]([NH:18][C:37]([CH:36]([c:26]3[cH:27][cH:28][cH:29][c:30]4[cH:31][cH:32][cH:33][cH:34][c:35]34)[CH3:40])=[O:38])[cH:13][cH:14][c:15]([Cl:17])[cH:16]2)[cH:6][cH:7][cH:8][cH:9]1)=[O:19]. Reactants: N(C1=CC=CC=C1)C1=NC(=NC=C1Br)Cl (4-anilino-5-bromo-2-chloropyrimidine), NC=1C=C(C(=O)O)C=CC1 (3-aminobenzoic acid). Yields the product N(C1=CC=CC=C1)C1=NC(=NC=C1Br)NC1=CC(=CC=C1)C(=O)O (4-Anilino-5-bromo-2-(3-carboxyanilino)pyrimidine). As a reaction SMILES: [NH:1]([C:8]1[C:13]([Br:14])=[CH:12][N:11]=[C:10](Cl)[N:9]=1)[C:2]1[CH:7]=[CH:6][CH:5]=[CH:4][CH:3]=1.[NH2:16][C:17]1[CH:18]=[C:19]([CH:23]=[CH:24][CH:25]=1)[C:20]([OH:22])=[O:21]>>[NH:1]([C:8]1[C:13]([Br:14])=[CH:12][N:11]=[C:10]([NH:16][C:17]2[CH:25]=[CH:24][CH:23]=[C:19]([C:20]([OH:22])=[O:21])[CH:18]=2)[N:9]=1)[C:2]1[CH:7]=[CH:6][CH:5]=[CH:4][CH:3]=1. Procedure details: Using an analogous method to that described in Method 1, but starting from 4-anilino-5-bromo-2-chloropyrimidine and 3-aminobenzoic acid, the product was obtained. NMR: 7.2-7.4 (m, 4H), 7.55-7.6 (m, 3H), 7.8 (dd, 1H), 7.95 (s, 1H), 8.4 (s, 1H), 9.3 (br s, 1H), 10.2 (br s 1H); MS (MH+): 385, 387. The reactants are C(C)(C)(C)OC(=O)N1C(\C(\C2=CC=C(C=C12)Cl)=C/C1=CC(=CC=C1)Cl)=O (Z-6-chloro-3-(3-chloro-benzylidene)-2-oxo-2,3-dihydro-indole-1-carboxylic acid tert-butyl ester), BrC=1C=CC(=C(C1)C=NC(=C)O[Si](C)(C)C)OC1CCOCC1 (1-[5-bromo-2-(tetrahydro-pyran-4-yloxy)-phenyl]-3-trimethylsilyoxy-2-aza-1,3-butadiene). The solvent is ClCCl (dicloromethane), C1(=CC=CC=C1)C (toluene). The product is 3R, BrC=1C=CC(=C(C1)C1NC(CC(C12C(NC1=CC(=CC=C12)Cl)=O)C1=CC(=CC=C1)Cl)=O)OC1CCOCC1 (2′-[5-bromo-2-(tetrahydro-pyran-4-yloxy)-phenyl]-6-chloro-4′-(3-chlorophenyl)spiro[3H-indole-3,3′-piperidine]-2,6′(1H)-dione). Yield: 49.3%. Reaction SMILES: C(OC([N:8]1[C:16]2[C:11](=[CH:12][CH:13]=[C:14]([Cl:17])[CH:15]=2)/[C:10](=[CH:18]/[C:19]2[CH:24]=[CH:23][CH:22]=[C:21]([Cl:25])[CH:20]=2)/[C:9]1=[O:26])=O)(C)(C)C.[Br:27][C:28]1[CH:29]=[CH:30][C:31]([O:43][CH:44]2[CH2:49][CH2:48][O:47][CH2:46][CH2:45]2)=[C:32]([CH:34]=[N:35][C:36]([O:38][Si](C)(C)C)=[CH2:37])[CH:33]=1>C1(C)C=CC=CC=1.ClCCl>[Br:27][C:28]1[CH:29]=[CH:30][C:31]([O:43][CH:44]2[CH2:45][CH2:46][O:47][CH2:48][CH2:49]2)=[C:32]([CH:34]2[C:10]3([C:11]4[C:16](=[CH:15][C:14]([Cl:17])=[CH:13][CH:12]=4)[NH:8][C:9]3=[O:26])[CH:18]([C:19]3[CH:24]=[CH:23][CH:22]=[C:21]([Cl:25])[CH:20]=3)[CH2:37][C:36](=[O:38])[NH:35]2)[CH:33]=1. Procedure: In a manner similar to the method described in example 32d, E/Z-6-chloro-3-(3-chloro-benzylidene)-2-oxo-2,3-dihydro-indole-1-carboxylic acid tert-butyl ester prepared in example 5b (1.0 g, 2.5 mmol) was reacted with 1-[5-bromo-2-(tetrahydro-pyran-4-yloxy)-phenyl]-3-trimethylsilyoxy-2-aza-1,3-butadiene (4 g, 10 mmol) in toluene at 140° C., then treated with trifuloroacetic acid in dicloromethane to give racemic(2′R, 3R, 4′S)-2′-[5-bromo-2-(tetrahydro-pyran-4-yloxy)-phenyl]-6-chloro-4′-(3-chloroph...